From a dataset of the Open Reaction Database (ORD), a public repository of structured organic reaction records. describe an organic reaction: reactants, conditions, products, and yield Reactants: O=C1CCCCC(Cc2ccc(N3CC(=O)NS3(=O)=O)c(OCc3ccccc3)c2)N1, CCO, [K], O. Yields the product O=C1CCCCC(Cc2ccc(N3CC(=O)NS3(=O)=O)c(O)c2)N1. As a reaction SMILES: [CH2:2]([c:3]1[cH:4][cH:5][cH:6][cH:7][cH:8]1)[O:9][c:10]1[cH:11][c:12]([CH2:13][CH:14]2[CH2:15][CH2:16][CH2:17][CH2:18][C:19](=[O:21])[NH:20]2)[cH:22][cH:23][c:24]1[N:25]1[S:26](=[O:31])(=[O:32])[NH:27][C:28](=[O:30])[CH2:29]1.[CH3:33][CH2:34][OH:35].[K:1].[OH2:36]>>[OH:9][c:10]1[cH:11][c:12]([CH2:13][CH:14]2[CH2:15][CH2:16][CH2:17][CH2:18][C:19](=[O:21])[NH:20]2)[cH:22][cH:23][c:24]1[N:25]1[S:26](=[O:31])(=[O:32])[NH:27][C:28](=[O:30])[CH2:29]1. As a reaction SMILES: [CH3:13][C:14]([CH3:15])=[O:16].[CH3:3][O:4][c:5]1[cH:6][c:7]([CH:8]=[O:9])[cH:10][cH:11][cH:12]1.[ClH:17].[Na+:2].[OH-:1].[OH2:18]>>[CH3:3][O:4][c:5]1[cH:6][c:7]([CH:8]=[CH:13][C:14]([CH3:15])=[O:16])[cH:10][cH:11][cH:12]1. Product: COc1cccc(C=CC(C)=O)c1. Starting materials: CC(C)=O, COc1cccc(C=O)c1, Cl, [Na+], [OH-], O. Reactants: O=C([O-])O, CC(C)(C)N(Cc1ccc(Cl)c(Oc2cc(C#N)cc(C3CC3)c2)c1F)C(=O)[O-], CCOC(C)=O, ClCCl, O=C(O)C(F)(F)F, [Na+]. Yields the product N#Cc1cc(Oc2c(Cl)ccc(CN)c2F)cc(C2CC2)c1. As a reaction SMILES: [C:37](=[O:38])([OH:39])[O-:40].[CH3:1][C:2]([N:5]([C:3](=[O:4])[O-:6])[CH2:9][c:10]1[c:11]([F:29])[c:12]([O:17][c:18]2[cH:19][c:20]([C:27]#[N:28])[cH:21][c:22]([CH:24]3[CH2:25][CH2:26]3)[cH:23]2)[c:13]([Cl:16])[cH:14][cH:15]1)([CH3:7])[CH3:8].[CH3:45][CH2:46][O:47][C:48]([CH3:49])=[O:50].[Cl:42][CH2:43][Cl:44].[F:30][C:31]([F:32])([F:33])[C:34]([OH:35])=[O:36].[Na+:41]>>[NH2:5][CH2:9][c:10]1[c:11]([F:29])[c:12]([O:17][c:18]2[cH:19][c:20]([C:27]#[N:28])[cH:21][c:22]([CH:24]3[CH2:25][CH2:26]3)[cH:23]2)[c:13]([Cl:16])[cH:14][cH:15]1. The reactants are COc1cc(N2CCC3(CC2)OCCO3)ccc1[N+](=O)[O-], COc1cc(N2CCCC(C(=O)N3CCN(C)CC3)C2)ccc1N. The product is COc1cc(N2CCC3(CC2)OCCO3)ccc1N. As a reaction SMILES: [CH3:25][O:26][c:27]1[cH:28][c:29]([N:36]2[CH2:37][CH2:38][C:39]3([O:40][CH2:41][CH2:42][O:43]3)[CH2:44][CH2:45]2)[cH:30][cH:31][c:32]1[N+:33]([O-:34])=[O:35].[NH2:1][c:2]1[cH:3][cH:4][c:5]([N:6]2[CH2:7][CH2:8][CH2:9][CH:10]([C:11]([N:12]3[CH2:13][CH2:14][N:15]([CH3:16])[CH2:17][CH2:18]3)=[O:19])[CH2:20]2)[cH:21][c:22]1[O:23][CH3:24]>>[CH3:25][O:26][c:27]1[cH:28][c:29]([N:36]2[CH2:37][CH2:38][C:39]3([O:40][CH2:41][CH2:42][O:43]3)[CH2:44][CH2:45]2)[cH:30][cH:31][c:32]1[NH2:33]. Reactants: C1(=CC=CC=C1)OC1=CC=CC=C1 (diphenyl ether), C1(=CC=CC=C1)C1=CC=CC=C1 (biphenyl), COC1=C(NC(=CC(=O)OCC)CC)C=CC=C1 (ethyl 3-(2-methoxyanilino)-2-pentenoate). Run in CCCCCC (hexane). Conditions: temperature 232.5 celsius, time 1 hour. Yields the product C(C)C1=NC2=C(C=CC=C2C(=C1)O)OC (2-ethyl-4-hydroxy-8-methoxyquinoline). Yield: 84.2%. As a reaction SMILES: C1(OC2C=CC=CC=2)C=CC=CC=1.C1(C2C=CC=CC=2)C=CC=CC=1.[CH3:26][O:27][C:28]1[CH:43]=[CH:42][CH:41]=[CH:40][C:29]=1[NH:30][C:31]([CH2:38][CH3:39])=[CH:32][C:33]([O:35]CC)=O>CCCCCC>[CH2:38]([C:31]1[CH:32]=[C:33]([OH:35])[C:40]2[C:29](=[C:28]([O:27][CH3:26])[CH:43]=[CH:42][CH:41]=2)[N:30]=1)[CH3:39]. Procedure details: To a mixture of diphenyl ether (30 ml) and biphenyl (30 g) was added ethyl 3-(2-methoxyanilino)-2-pentenoate (15.1 g) during which time the internal temperature was maintained 230-235° C. The mixture was stirred at 235° C. for 1 hour. To the reaction mixture was added hexane (150 ml). The precipitate was collected by vacuum filtration and washed with hexane to give 2-ethyl-4-hydroxy-8-methoxyquinoline (10.37 g) as crystals. The reactants are C(CC(=O)O)(=O)O (malonic acid), C(CC(=O)[O-])(=O)O (hydrogen malonate), ClC=1C=C(C=CC1Cl)C1(C2CCNC2CCC1)O ((3aRS,4SR,7aRS)-4-(3,4-dichlorophenyl)hexahydro-4-indolinol), BrCCO (2-bromoethanol), C([O-])([O-])=O.[Na+].[Na+] (sodium carbonate). The solvent is CN(C=O)C (dimethylformamide). Product: ClC=1C=C(C=CC1Cl)C1(C2CCN(C2CCC1)CCO)O ((3aRS,4SR,7aRS)-4-(3,4-dichlorophenyl)hexahydro-1-(2-hydroxyethyl)-4-indolinol). As a reaction SMILES: [Cl:1][C:2]1[CH:3]=[C:4]([C:9]2([OH:18])[CH2:17][CH2:16][CH2:15][CH:14]3[CH:10]2[CH2:11][CH2:12][NH:13]3)[CH:5]=[CH:6][C:7]=1[Cl:8].Br[CH2:20][CH2:21][OH:22].C(=O)([O-])[O-].[Na+].[Na+].C(O)(=O)CC(O)=O.C(O)(=O)CC([O-])=O>CN(C)C=O>[Cl:1][C:2]1[CH:3]=[C:4]([C:9]2([OH:18])[CH2:17][CH2:16][CH2:15][CH:14]3[CH:10]2[CH2:11][CH2:12][N:13]3[CH2:20][CH2:21][OH:22])[CH:5]=[CH:6][C:7]=1[Cl:8] |f:2.3.4|. Reported procedure: 3.8 g (3aRS,4SR,7aRS)-4-(3,4-dichlorophenyl)hexahydro-4-indolinol (see Example 3), 1.6 g 2-bromoethanol and 4 g sodium carbonate are heated for 4 hours at 100° in 50 ml dimethylformamide. The resulting mixture is evaporated to dryness, and the residue is partitioned between methylene chloride and 2N tartaric acid. The aqueous phase is made alkaline and repeatedly extracted with methylene chloride. The last-mentioned methylene chloride phase is dried over sodium sulphate, and evaporated to yield ...